Dataset: the Open Reaction Database (ORD), a public repository of structured organic reaction records. Task: describe an organic reaction: reactants, conditions, products, and yield Starting materials: O=N[O-], CCCCC(N)C(=O)O, [Na+], O, O=S(=O)(O)O. Yields the product CCCCC(O)C(=O)O. Reaction SMILES: [N:10](=[O:11])[O-:12].[NH2:1][CH:2]([CH2:3][CH2:4][CH2:5][CH3:6])[C:7](=[O:8])[OH:9].[Na+:13].[OH2:19].[S:14](=[O:15])(=[O:16])([OH:17])[OH:18]>>[CH:2]([CH2:3][CH2:4][CH2:5][CH3:6])([C:7](=[O:8])[OH:9])[OH:11]. Conditions: time 8 hour. The reactants are N([C@@H](CO)C(=O)OC(C)(C)C)C(=O)OC(C)(C)C (Boc-Ser-OtBu), CCN(C(C)C)C(C)C (DIEA), NC=1C=C(C(=C(C1)S(=O)(=O)O)C)Cl (5-amino-3-chloro-2-methylbenzenesulfonic acid), ClC(Cl)(OC(OC(Cl)(Cl)Cl)=O)Cl (triphosgene). Procedure details: Boc-Ser-OtBu, 100 mg (0.38 mmol), 86 mg (0.38 mmol) of 5-amino-3-chloro-2-methylbenzenesulfonic acid and 37 mg (0.0127 mmol) of triphosgene were suspended in 1 ml of methylene chloride, and 66 μl (0.76 mmol) of DIEA was added to the suspension. After stirring at room temperature overnight, the solvent was removed by distillation. The mixture was purified according to the purification step A to give the protected title compound. The protected product obtained was dissolved in 2 ml of trifluoroace... Yields the product ClC=1C=C(C=C(C1C)S(=O)(=O)O)NC(=O)OC[C@H](N)C(=O)O (O-{[(3-chloro-4-methyl-5-sulfophenyl)amino]carbonyl}-L-serine). As a reaction SMILES: [NH:1](C(OC(C)(C)C)=O)[C@H:2]([C:5]([O:7]C(C)(C)C)=[O:6])CO.[NH2:19][C:20]1[CH:21]=[C:22]([Cl:31])[C:23]([CH3:30])=[C:24]([S:26]([OH:29])(=[O:28])=[O:27])[CH:25]=1.ClC(Cl)(O[C:36](=[O:42])[O:37][C:38](Cl)(Cl)Cl)Cl.CCN(C(C)C)C(C)C>C(Cl)Cl>[Cl:31][C:22]1[CH:21]=[C:20]([NH:19][C:36]([O:37][CH2:38][C@@H:2]([C:5]([OH:7])=[O:6])[NH2:1])=[O:42])[CH:25]=[C:24]([S:26]([OH:29])(=[O:27])=[O:28])[C:23]=1[CH3:30]. Solvent: C(Cl)Cl (methylene chloride).